This data is from the Open Reaction Database (ORD), a public repository of structured organic reaction records. The task is: describe an organic reaction: reactants, conditions, products, and yield The reactants are ClC1=NC=C(C(=N1)NC1=C(C=C(C=C1)N1CCOCC1)OC)Cl ((2,5-Dichloro-pyrimidin-4-yl)-(2-methoxy-4-morpholin-4-yl-phenyl)-amine), COC=1C(=CC2=C(CCN(CC2)CCN2CCOCC2)C1)N (8-Methoxy-3-(2-morpholin-4-yl-ethyl)-2,3,4,5-tetrahydro-1H-3-benzazepin-7-ylamine). Product: ClC=1C(=NC(=NC1)NC1=CC2=C(CCN(CC2)CCN2CCOCC2)C=C1OC)NC1=C(C=C(C=C1)N1CCOCC1)OC (5-Chloro-N(2)-[8-methoxy-3-(2-morpholin-4-yl-ethyl)-2,3,4,5-tetrahydro-1H-3-benzazepin-7-yl]-N(4)-(2-methoxy-4-morpholin-4-yl-phenyl)-pyrimidine-2,4-diamine). The yield is 22.0%. RXN SMILES: Cl[C:2]1[N:7]=[C:6]([NH:8][C:9]2[CH:14]=[CH:13][C:12]([N:15]3[CH2:20][CH2:19][O:18][CH2:17][CH2:16]3)=[CH:11][C:10]=2[O:21][CH3:22])[C:5]([Cl:23])=[CH:4][N:3]=1.[CH3:24][O:25][C:26]1[C:27]([NH2:45])=[CH:28][C:29]2[CH2:35][CH2:34][N:33]([CH2:36][CH2:37][N:38]3[CH2:43][CH2:42][O:41][CH2:40][CH2:39]3)[CH2:32][CH2:31][C:30]=2[CH:44]=1>>[Cl:23][C:5]1[C:6]([NH:8][C:9]2[CH:14]=[CH:13][C:12]([N:15]3[CH2:20][CH2:19][O:18][CH2:17][CH2:16]3)=[CH:11][C:10]=2[O:21][CH3:22])=[N:7][C:2]([NH:45][C:27]2[C:26]([O:25][CH3:24])=[CH:44][C:30]3[CH2:31][CH2:32][N:33]([CH2:36][CH2:37][N:38]4[CH2:43][CH2:42][O:41][CH2:40][CH2:39]4)[CH2:34][CH2:35][C:29]=3[CH:28]=2)=[N:3][CH:4]=1. Reported procedure: In an analogous manner to Example 1503, the product was prepared from (2,5-Dichloro-pyrimidin-4-yl)-(2-methoxy-4-morpholin-4-yl-phenyl)-amine and 8-Methoxy-3-(2-morpholin-4-yl-ethyl)-2,3,4,5-tetrahydro-1H-3-benzazepin-7-ylamine. Product isolated as an off-white foam (23 mg, 22%). MS (ESI+): 624 (M+H), 1H-NMR (CDCl3, 400 MHz) δ 8.29 (d, J=9 Hz, 1H), 8.13 (s, 1H), 8.04 (s, 1H), 7.56 (s, 1H), 7.45 (s, 1H), 6.65 (s, 1H), 6.57 (s, 1H), 6.53 (d, J=9 Hz, 1H), 3.94 (s, 4H), 3.91 (m, 2H), 3.88 (s, 4H), 3... Starting materials: O=[N+]([O-])c1ccc(O)c2ccccc12, CC(C)(C)OC(=O)N1CCC(O)C1. Yields the product CC(C)(C)OC(=O)N1CCC(Oc2ccc([N+](=O)[O-])c3ccccc23)C1. Reaction SMILES: [N+:14](=[O:15])([O-:16])[c:17]1[cH:18][cH:19][c:20]([OH:27])[c:21]2[cH:22][cH:23][cH:24][cH:25][c:26]12.[OH:1][CH:2]1[CH2:3][N:4]([C:7](=[O:8])[O:9][C:10]([CH3:11])([CH3:12])[CH3:13])[CH2:5][CH2:6]1>>[O:1]([CH:2]1[CH2:3][N:4]([C:7](=[O:8])[O:9][C:10]([CH3:11])([CH3:12])[CH3:13])[CH2:5][CH2:6]1)[c:20]1[cH:19][cH:18][c:17]([N+:14](=[O:15])[O-:16])[c:26]2[c:21]1[cH:22][cH:23][cH:24][cH:25]2. The reactants are CC1C=CC(=O)CC1, Cl, [Na], O, O=S(O)c1ccccc1. The product is CC1CCC(=O)CC1S(=O)(=O)c1ccccc1. As a reaction SMILES: [CH3:11][CH:12]1[CH:13]=[CH:14][C:15](=[O:18])[CH2:16][CH2:17]1.[ClH:19].[Na:1].[OH2:20].[cH:2]1[cH:3][c:4]([S:8](=[O:9])[OH:10])[cH:5][cH:6][cH:7]1>>[cH:2]1[cH:3][c:4]([S:8](=[O:9])(=[O:10])[CH:13]2[CH:12]([CH3:11])[CH2:17][CH2:16][C:15](=[O:18])[CH2:14]2)[cH:5][cH:6][cH:7]1. Reactants: Br, CC(=O)O, O=C1CNC(=O)N1, COc1ccccc1. The product is COc1ccc(C2NC(=O)NC2=O)cc1. RXN SMILES: [Br:8].[CH3:17][C:18](=[O:19])[OH:20].[O:1]=[C:2]1[CH2:3][NH:4][C:5](=[O:6])[NH:7]1.[c:9]1([O:15][CH3:16])[cH:10][cH:11][cH:12][cH:13][cH:14]1>>[O:1]=[C:2]1[CH:3]([c:12]2[cH:11][cH:10][c:9]([O:15][CH3:16])[cH:14][cH:13]2)[NH:4][C:5](=[O:6])[NH:7]1. Reaction SMILES: [CH2:1]([O:3][C:4]([C:6]1[C:14]2[C:9](=[CH:10][CH:11]=[C:12]([OH:15])[CH:13]=2)[N:8]([C:16]2[CH:21]=[CH:20][C:19]([O:22][CH:23]([CH3:25])[CH3:24])=[CH:18][CH:17]=2)[C:7]=1[CH2:26][C:27]([O:29][CH2:30][CH3:31])=[O:28])=[O:5])[CH3:2].[Cl:32][C:33]1[CH:34]=[C:35](B(O)O)[CH:36]=[CH:37][CH:38]=1>>[CH2:1]([O:3][C:4]([C:6]1[C:14]2[C:9](=[CH:10][CH:11]=[C:12]([O:15][C:37]3[CH:36]=[CH:35][CH:34]=[C:33]([Cl:32])[CH:38]=3)[CH:13]=2)[N:8]([C:16]2[CH:21]=[CH:20][C:19]([O:22][CH:23]([CH3:24])[CH3:25])=[CH:18][CH:17]=2)[C:7]=1[CH2:26][C:27]([O:29][CH2:30][CH3:31])=[O:28])=[O:5])[CH3:2]. Yields the product C(C)OC(=O)C1=C(N(C2=CC=C(C=C12)OC1=CC(=CC=C1)Cl)C1=CC=C(C=C1)OC(C)C)CC(=O)OCC (2-Ethoxycarbonylmethyl-5-(3-chlorophenoxy)-1-(4-isopropoxyphenyl)indole-3-carboxylic acid ethyl ester). Reactants: C(C)OC(=O)C1=C(N(C2=CC=C(C=C12)O)C1=CC=C(C=C1)OC(C)C)CC(=O)OCC (2-Ethoxycarbonylmethyl-5-hydroxy-1-(4-isopropoxyphenyl)indole-3-carboxylic acid ethyl ester), ClC=1C=C(C=CC1)B(O)O (3-chlorophenylboronic acid). Reported procedure: The sub-title compound was prepared in accordance with step (c) Example 1 from 2-ethoxycarbonylmethyl-5-hydroxy-1-(4-isopropoxyphenyl)indole-3-carboxylic acid ethyl ester (0.96 g, 2.26 mmol; see step (a) above) and 3-chlorophenylboronic acid (0.70 g, 4.52 mmol). Yield 100 mg (39%). Starting materials: [N+](=O)([O-])C1=CC=CC=C1 (nitrobenzene), NC1=CC=CC=C1 (aniline), CN(C(=O)N(C)C)C (N,N,N',N'-tetramethylurea), [C]=O (carbon monoxide). The reagents and catalysts are [C-]#[O+].[C-]#[O+].[C-]#[O+].[C-]#[O+].[C-]#[O+].[C-]#[O+].[C-]#[O+].[C-]#[O+].[C-]#[O+].[C-]#[O+].[C-]#[O+].[C-]#[O+].[Ru].[Ru].[Ru] (Ru3 (CO)12). Solvent: C1(=CC=CC=C1)C (toluene). Run at time 2 hour. Product: C1(=CC=CC=C1)NC(=O)NC1=CC=CC=C1 (N,N'-diphenyl urea). The yield is 36.3%. RXN SMILES: [N+:1]([C:4]1[CH:9]=[CH:8][CH:7]=[CH:6][CH:5]=1)([O-])=O.[NH2:10][C:11]1[CH:16]=[CH:15][CH:14]=[CH:13][CH:12]=1.CN(C)[C:19](N(C)C)=[O:20].[C]=O>[C-]#[O+].[C-]#[O+].[C-]#[O+].[C-]#[O+].[C-]#[O+].[C-]#[O+].[C-]#[O+].[C-]#[O+].[C-]#[O+].[C-]#[O+].[C-]#[O+].[C-]#[O+].[Ru].[Ru].[Ru].C1(C)C=CC=CC=1>[C:4]1([NH:1][C:19]([NH:10][C:11]2[CH:16]=[CH:15][CH:14]=[CH:13][CH:12]=2)=[O:20])[CH:9]=[CH:8][CH:7]=[CH:6][CH:5]=1 |f:4.5.6.7.8.9.10.11.12.13.14.15.16.17.18,^3:24|. Procedure details: Into a 200 ml autoclave equipped with a magnetic stirrer were introduced 5.6 g of nitrobenzene, 7.8 g of aniline, 27 ml of toluene, 6.3 g of N,N,N',N'-tetramethylurea (referred to hereafter as TMU), and 20 mg of Ru3 (CO)12. Thereafter the atmosphere within the system was changed to one of carbon monoxide, within was set at a pressure of 50 kg/cm2. Subsequently the reaction was carried out at 160° C. for 2 hours, with continuous stirring. After completion of the reaction, the system was cooled to... The reactants are CO, O=C(O)c1cc(F)cc([N+](=O)[O-])c1, [H][H], [OH-], [OH-], [Pd+2]. Yields the product Nc1cc(F)cc(C(=O)O)c1. As a reaction SMILES: [CH3:19][OH:20].[F:1][c:2]1[cH:3][c:4]([C:5](=[O:6])[OH:7])[cH:8][c:9]([N+:11]([O-:12])=[O:13])[cH:10]1.[H:14][H:15].[OH-:16].[OH-:17].[Pd+2:18]>>[F:1][c:2]1[cH:3][c:4]([C:5](=[O:6])[OH:7])[cH:8][c:9]([NH2:11])[cH:10]1.